This data is from the Open Reaction Database (ORD), a public repository of structured organic reaction records. The task is: describe an organic reaction: reactants, conditions, products, and yield The reactants are COC(=O)C=1N(S(C2=C(C1O)C=CC1=CC=CC=C12)(=O)=O)CC (2-ethyl-4-hydroxy-2H-naphtho[2,1-e]-1,2-thiazine-3-carboxylic acid methyl ester -1,1-dioxide), NC1=CC=CC=C1 (aniline). Solvent: C=1(C(=CC=CC1)C)C (xylene). The product is C(C)N1S(C2=C(C(=C1C(=O)NC1=CC=CC=C1)O)C=CC1=CC=CC=C12)(=O)=O (2-Ethyl-4-hydroxy-N-phenyl-2H-naphtho[2,1-e]-1,2-thiazine-3-carboxamide-1,1-dioxide). As a reaction SMILES: C[O:2][C:3]([C:5]1[N:6]([CH2:22][CH3:23])[S:7](=[O:21])(=[O:20])[C:8]2[C:19]3[C:14](=[CH:15][CH:16]=[CH:17][CH:18]=3)[CH:13]=[CH:12][C:9]=2[C:10]=1[OH:11])=O.[NH2:24][C:25]1[CH:30]=[CH:29][CH:28]=[CH:27][CH:26]=1>C1(C)C(C)=CC=CC=1>[CH2:22]([N:6]1[C:5]([C:3]([NH:24][C:25]2[CH:30]=[CH:29][CH:28]=[CH:27][CH:26]=2)=[O:2])=[C:10]([OH:11])[C:9]2[CH:12]=[CH:13][C:14]3[C:19]([C:8]=2[S:7]1(=[O:21])=[O:20])=[CH:18][CH:17]=[CH:16][CH:15]=3)[CH3:23]. Procedure: A mixture consisting of 1.65 gm (5 millimols) of 2-ethyl-4-hydroxy-2H-naphtho[2,1-e]-1,2-thiazine-3-carboxylic acid methyl ester -1,1-dioxide, 0.56 gm (6 millimols) of aniline and 150 ml of anhydrous xylene was refluxed for 24 hours in a Soxhlet apparatus equippedwith a 4-A-molecular sieve. After cooling, 1.8 gm (90% of theory) of 2-ethyl-4-hydroxy-N-phenyl-2H-naphtho[2,1-e]-1,2-thiazine-3-carboxamide-1,1-dioxide, m.p. 245°-247° C (from xylene), crystallized out of the reaction mixture.